From a dataset of the Open Reaction Database (ORD), a public repository of structured organic reaction records. describe an organic reaction: reactants, conditions, products, and yield Reactants: COCCCOc1ccc2ccc(CCl)cc2n1, COc1ccccc1COCCCOc1ccc(C2CCN(C(=O)OC(C)(C)C)CC2O)cc1. The product is COCCCOc1ccc2ccc(COC3CN(C(=O)OC(C)(C)C)CCC3c3ccc(OCCCOCc4ccccc4OC)cc3)cc2n1. Reaction SMILES: [Cl:35][CH2:36][c:37]1[cH:38][cH:39][c:40]2[cH:41][cH:42][c:43]([O:47][CH2:48][CH2:49][CH2:50][O:51][CH3:52])[n:44][c:45]2[cH:46]1.[OH:1][CH:2]1[CH2:3][N:4]([C:28](=[O:29])[O:30][C:31]([CH3:32])([CH3:33])[CH3:34])[CH2:5][CH2:6][CH:7]1[c:8]1[cH:9][cH:10][c:11]([O:14][CH2:15][CH2:16][CH2:17][O:18][CH2:19][c:20]2[c:21]([O:26][CH3:27])[cH:22][cH:23][cH:24][cH:25]2)[cH:12][cH:13]1>>[O:1]([CH:2]1[CH2:3][N:4]([C:28](=[O:29])[O:30][C:31]([CH3:32])([CH3:33])[CH3:34])[CH2:5][CH2:6][CH:7]1[c:8]1[cH:9][cH:10][c:11]([O:14][CH2:15][CH2:16][CH2:17][O:18][CH2:19][c:20]2[c:21]([O:26][CH3:27])[cH:22][cH:23][cH:24][cH:25]2)[cH:12][cH:13]1)[CH2:36][c:37]1[cH:38][cH:39][c:40]2[cH:41][cH:42][c:43]([O:47][CH2:48][CH2:49][CH2:50][O:51][CH3:52])[n:44][c:45]2[cH:46]1.